Task: describe an organic reaction: reactants, conditions, products, and yield. Dataset: the Open Reaction Database (ORD), a public repository of structured organic reaction records The reactants are NC1=CC=C(CN2C(SC(C(=N2)C2=CC(=C(C=C2)OC)OC)CC)=O)C=C1 (3-(4-amino-benzyl)-5-(3,4-dimethoxyphenyl)-6-ethyl-3,6-dihydro-1,3,4-thiadiazin-2-one), FC(C(=O)Cl)(F)F (trifluoroacetyl chloride). Run in ClCCl (dichloromethane), C(C)N(CC)CC (triethylamine). The product is FC(C(=O)NC1=CC=C(CN2C(SC(C(=N2)C2=CC(=C(C=C2)OC)OC)CC)=O)C=C1)(F)F (3-(4-trifluoroacetamidobenzyl)-5(3,4-dimethoxyphenyl)-6-ethyl-3,6-dihydro-1,3,4-thiadiazin-2-one). Reaction SMILES: [F:1][C:2]([F:7])([F:6])[C:3](Cl)=[O:4].[NH2:8][C:9]1[CH:34]=[CH:33][C:12]([CH2:13][N:14]2[N:19]=[C:18]([C:20]3[CH:25]=[CH:24][C:23]([O:26][CH3:27])=[C:22]([O:28][CH3:29])[CH:21]=3)[CH:17]([CH2:30][CH3:31])[S:16][C:15]2=[O:32])=[CH:11][CH:10]=1>ClCCl.C(N(CC)CC)C>[F:1][C:2]([F:7])([F:6])[C:3]([NH:8][C:9]1[CH:10]=[CH:11][C:12]([CH2:13][N:14]2[N:19]=[C:18]([C:20]3[CH:25]=[CH:24][C:23]([O:26][CH3:27])=[C:22]([O:28][CH3:29])[CH:21]=3)[CH:17]([CH2:30][CH3:31])[S:16][C:15]2=[O:32])=[CH:33][CH:34]=1)=[O:4]. Procedure details: 0.8 ml of trifluoroacetyl chloride is added with stirring and ice cooling to a solution of 1.4 g of 3-(4-amino-benzyl)-5-(3,4-dimethoxyphenyl)-6-ethyl-3,6-dihydro-1,3,4-thiadiazin-2-one ("D") in 60 ml of dichloromethane and 1 ml of triethylamine, and the mixture is subsequently stirred for 3 hours. The solvent is removed and the residue is worked up in the conventional manner. Recrystallization from isopropanol/petroleum ether gives 1.9 g of 3-(4-trifluoroacetamidobenzyl)-5(3,4-dimethoxyphenyl)-... The reactants are CC(C)CCN, CCO, CCOC(=O)C1CCCCC1=O. RXN SMILES: [CH2:13]([CH2:14][CH:15]([CH3:16])[CH3:17])[NH2:18].[CH3:19][CH2:20][OH:21].[O:1]=[C:2]1[CH:3]([C:8](=[O:9])[O:10][CH2:11][CH3:12])[CH2:4][CH2:5][CH2:6][CH2:7]1>>[CH:2]1([NH:18][CH2:13][CH2:14][CH:15]([CH3:16])[CH3:17])[CH:3]([C:8](=[O:9])[O:10][CH2:11][CH3:12])[CH2:4][CH2:5][CH2:6][CH2:7]1. Yields the product CCOC(=O)C1CCCCC1NCCC(C)C. Starting materials: C1(=CC=CC=C1)C1OC(CN1C(C)(C)C)CO (2-phenyl-3-t-butyl-5-hydroxymethyloxazolidine), C1(=CC=C(C=C1)S(=O)(=O)Cl)C (p-toluenesulfonylchloride), O (water). Run in C(C)N(CC)CC (triethylamine). The product is C1(=CC=CC=C1)C1OC(CN1C(C)(C)C)COS(=O)(=O)C1=CC=C(C=C1)C (2-phenyl-3-t-butyl-5-p-toluenesulfonyloxymethyloxazolidine). As a reaction SMILES: [C:1]1([CH:7]2[N:11]([C:12]([CH3:15])([CH3:14])[CH3:13])[CH2:10][CH:9]([CH2:16][OH:17])[O:8]2)[CH:6]=[CH:5][CH:4]=[CH:3][CH:2]=1.[C:18]1([CH3:28])[CH:23]=[CH:22][C:21]([S:24](Cl)(=[O:26])=[O:25])=[CH:20][CH:19]=1.O>C(N(CC)CC)C>[C:1]1([CH:7]2[N:11]([C:12]([CH3:13])([CH3:14])[CH3:15])[CH2:10][CH:9]([CH2:16][O:17][S:24]([C:21]3[CH:22]=[CH:23][C:18]([CH3:28])=[CH:19][CH:20]=3)(=[O:26])=[O:25])[O:8]2)[CH:2]=[CH:3][CH:4]=[CH:5][CH:6]=1. Reported procedure: To a solution of dl-2-phenyl-3-t-butyl-5-hydroxymethyloxazolidine (12.05 g.) in triethylamine (120 ml.) 13 is added p-toluenesulfonylchloride (14.5 g.). After 6 days at room temperature the mixture is added to water (500 ml.) and extracted with ether (2×200 ml.). The ether solution is washed with water, dried with anhydrous magnesium sulfate and evaporated to dryness. The residue is recrystallized from hexane to afford 2-phenyl-3-t-butyl-5-p-toluenesulfonyloxymethyloxazolidine. Reactants: O (water), BrC1=NC=C(C=C1)O (2-Bromo-5-hydroxypyridine), BrCC(C)C (1-Bromo-2-methylpropane), [H-].[Na+] (NaH). Solvent: CN(C)C=O (DMF). Run at temperature 100 celsius, time 3 day. Product: BrC1=NC=C(C=C1)OCC(C)C (2-Bromo-5-isobutoxy-pyridine). Yield: 19.0%. RXN SMILES: [Br:1][C:2]1[CH:7]=[CH:6][C:5]([OH:8])=[CH:4][N:3]=1.[H-].[Na+].Br[CH2:12][CH:13]([CH3:15])[CH3:14].O>CN(C=O)C>[Br:1][C:2]1[CH:7]=[CH:6][C:5]([O:8][CH2:12][CH:13]([CH3:15])[CH3:14])=[CH:4][N:3]=1 |f:1.2|. Procedure: 2-Bromo-5-hydroxypyridine (2 mmol) is dissolved in DMF (10 ml) and NaH (1.4 eq., 60% suspension in liquid paraffin) is added. After 30 min 1-Bromo-2-methylpropane (1.1 eq.) is added and the reaction solution is stirred 3 days at 100° C. The reaction solution is pored into water and extracted with methyl-tert.-butyl ether. The combined organic layers are dried over MgSO4 and the solvent is removed in vacuo. 2-Bromo-5-isobutoxy-pyridine is obtained after reversed phase column chromatography (water... Reactants: CC#N, Fc1cccc2ncnc(Cl)c12, Cl, C1COCCO1, Nc1ccc2c(cnn2Cc2ccccn2)c1. Yields the product Fc1cccc2ncnc(Nc3ccc4c(cnn4Cc4ccccn4)c3)c12. Reaction SMILES: [CH3:37][C:38]#[N:39].[Cl:25][c:26]1[n:27][cH:28][n:29][c:30]2[cH:31][cH:32][cH:33][c:34]([F:36])[c:35]12.[ClH:1].[O:2]1[CH2:3][CH2:4][O:5][CH2:6][CH2:7]1.[n:8]1[c:9]([CH2:14][n:15]2[n:16][cH:17][c:18]3[cH:19][c:20]([NH2:24])[cH:21][cH:22][c:23]23)[cH:10][cH:11][cH:12][cH:13]1>>[n:8]1[c:9]([CH2:14][n:15]2[n:16][cH:17][c:18]3[cH:19][c:20]([NH:24][c:26]4[n:27][cH:28][n:29][c:30]5[cH:31][cH:32][cH:33][c:34]([F:36])[c:35]45)[cH:21][cH:22][c:23]23)[cH:10][cH:11][cH:12][cH:13]1. Starting materials: CC1(C)NC(=O)NC1=O, CN(C)C=O, ClCc1ccccc1, [H-], [H][H], [Na+]. Product: CC1(C)NC(=O)N(Cc2ccccc2)C1=O. RXN SMILES: [CH3:1][C:2]1([CH3:9])[C:3](=[O:8])[NH:4][C:5](=[O:7])[NH:6]1.[CH3:22][N:23]([CH3:24])[CH:25]=[O:26].[Cl:14][CH2:15][c:16]1[cH:17][cH:18][cH:19][cH:20][cH:21]1.[H-:10].[H:12][H:13].[Na+:11]>>[CH3:1][C:2]1([CH3:9])[C:3](=[O:8])[N:4]([CH2:15][c:16]2[cH:17][cH:18][cH:19][cH:20][cH:21]2)[C:5](=[O:7])[NH:6]1.